This data is from the Open Reaction Database (ORD), a public repository of structured organic reaction records. The task is: describe an organic reaction: reactants, conditions, products, and yield Starting materials: C1CCOC1, CCOC(C)=O, CCOC(=O)C1CCN(c2ccc(NC(=O)C3NC(CC(C)(C)C)C(C#N)(c4ccc(Cl)cc4F)C3c3cccc(Cl)c3F)cc2)CC1, Cl, [Li+], [OH-], O, O. The product is CC(C)(C)CC1NC(C(=O)Nc2ccc(N3CCC(C(=O)O)CC3)cc2)C(c2cccc(Cl)c2F)C1(C#N)c1ccc(Cl)cc1F. Reaction SMILES: [CH2:53]1[O:54][CH2:55][CH2:56][CH2:57]1.[CH3:59][CH2:60][O:61][C:62]([CH3:63])=[O:64].[Cl:1][c:2]1[c:3]([F:48])[c:4]([CH:8]2[CH:9]([C:28](=[O:29])[NH:30][c:31]3[cH:32][cH:33][c:34]([N:37]4[CH2:38][CH2:39][CH:40]([C:43](=[O:44])[O:45][CH2:46][CH3:47])[CH2:41][CH2:42]4)[cH:35][cH:36]3)[NH:10][CH:11]([CH2:23][C:24]([CH3:25])([CH3:26])[CH3:27])[C:12]2([C:13]#[N:14])[c:15]2[c:16]([F:22])[cH:17][c:18]([Cl:21])[cH:19][cH:20]2)[cH:5][cH:6][cH:7]1.[ClH:52].[Li+:51].[OH-:50].[OH2:49].[OH2:58]>>[Cl:1][c:2]1[c:3]([F:48])[c:4]([CH:8]2[CH:9]([C:28](=[O:29])[NH:30][c:31]3[cH:32][cH:33][c:34]([N:37]4[CH2:38][CH2:39][CH:40]([C:43](=[O:44])[OH:45])[CH2:41][CH2:42]4)[cH:35][cH:36]3)[NH:10][CH:11]([CH2:23][C:24]([CH3:25])([CH3:26])[CH3:27])[C:12]2([C:13]#[N:14])[c:15]2[c:16]([F:22])[cH:17][c:18]([Cl:21])[cH:19][cH:20]2)[cH:5][cH:6][cH:7]1. The reactants are CCC(=O)OC1CC(=O)OC(CC2C(O2)/C=C/C(C(CC(C(C1OC)OC3C(C(C(C(O3)C)OC4CC(C(C(O4)C)OC(=O)CC)(C)O)N(C)C)O)CC=O)C)O)C (maridomycin III), C(C(CO)(CO)N)O.C(\C=C/C(=O)[O-])(=O)[O-] (tris(hydroxymethyl)aminomethane maleate), C(CC)(=O)OC(CC)=O (propionic anhydride). The solvent is C(C(C)C)C(=O)C (methyl isobutyl ketone). Reaction conditions: temperature 28 celsius, time 1 hour. Product: CCC(=O)OC1CC(=O)OC(CC2C(O2)/C=C/C(C(CC(C(C1OC)OC3C(C(C(C(O3)C)OC4CC(C(C(O4)C)OC(=O)CC)(C)O)N(C)C)O)CC=O)C)OC(=O)CC)C (9-propionyl maridomycin III). As a reaction SMILES: [CH3:1][CH2:2][C:3]([O:5][CH:6]1[CH:23]([O:24][CH3:25])[CH:22]([O:26][CH:27]2[O:32][CH:31]([CH3:33])[CH:30]([O:34][CH:35]3[O:40][CH:39]([CH3:41])[CH:38]([O:42][C:43]([CH2:45][CH3:46])=[O:44])[C:37]([OH:48])([CH3:47])[CH2:36]3)[CH:29]([N:49]([CH3:51])[CH3:50])[CH:28]2[OH:52])[CH:21]([CH2:53][CH:54]=[O:55])[CH2:20][CH:19]([CH3:56])[CH:18]([OH:57])[CH:17]=[CH:16][CH:14]2[O:15][CH:13]2[CH2:12][CH:11]([CH3:58])[O:10][C:8](=[O:9])[CH2:7]1)=[O:4].[CH2:59](O)[C:60](N)(CO)[CH2:61][OH:62].C([O-])(=O)/C=C\C([O-])=O.C(OC(=O)CC)(=O)CC>C(C(C)=O)C(C)C>[CH3:1][CH2:2][C:3]([O:5][CH:6]1[CH:23]([O:24][CH3:25])[CH:22]([O:26][CH:27]2[O:32][CH:31]([CH3:33])[CH:30]([O:34][CH:35]3[O:40][CH:39]([CH3:41])[CH:38]([O:42][C:43]([CH2:45][CH3:46])=[O:44])[C:37]([OH:48])([CH3:47])[CH2:36]3)[CH:29]([N:49]([CH3:50])[CH3:51])[CH:28]2[OH:52])[CH:21]([CH2:53][CH:54]=[O:55])[CH2:20][CH:19]([CH3:56])[CH:18]([O:57][C:61]([CH2:60][CH3:59])=[O:62])[CH:17]=[CH:16][CH:14]2[O:15][CH:13]2[CH2:12][CH:11]([CH3:58])[O:10][C:8](=[O:9])[CH2:7]1)=[O:4] |f:1.2|. Procedure details: A 10 l-capacity galss-linked reaction vessel (with stirrer) was charged with 2 l of methyl isobutyl ketone warmed at 28° C. in advance, in which was dissolved 10 g of maridomycin III. To the solution was then added 2 l of a tris(hydroxymethyl)aminomethane-maleate buffer solution (0.2M. pH 7.0) dissolving 500 mg of carboxyl esterase obtained in Reference Example 1. To the solvent layer was added 20 ml of propionic anhydride, and the reaction was allowed to proceed for one hour under stirring. The...